From a dataset of the Open Reaction Database (ORD), a public repository of structured organic reaction records. describe an organic reaction: reactants, conditions, products, and yield The reactants are FC1=NC=CC=C1CO ((2-Fluoropyridin-3-yl)methanol), O=S(Cl)Cl (SOCl2). Solvent: C(Cl)Cl (CH2Cl2). Yields the product ClCC=1C(=NC=CC1)F (3-(chloromethyl)-2-fluoropyridine). As a reaction SMILES: [F:1][C:2]1[C:7]([CH2:8]O)=[CH:6][CH:5]=[CH:4][N:3]=1.O=S(Cl)[Cl:12]>C(Cl)Cl>[Cl:12][CH2:8][C:7]1[C:2]([F:1])=[N:3][CH:4]=[CH:5][CH:6]=1. Reported procedure: (2-Fluoropyridin-3-yl)methanol (508 mg, 3.998 mmol) was first treated with SOCl2 (1.5 ml) in CH2Cl2 (5 ml) at rt for 3 hrs. The solvent was removed to get a crude 3-(chloromethyl)-2-fluoropyridine. Then following General Procedure A, the title compound (910 mg, 85%) was prepared from 2-amino-4-chlorobenzenethiol (957 mg, 5.995 mmol), K2CO3 (2.7 g, 19.98 mmol) in DMF (20 ml). Product: C=C(CN1C(=O)c2ccccc2C1=O)c1ccccc1. RXN SMILES: [Br:13][CH2:14][C:15](=[CH2:16])[c:17]1[cH:18][cH:19][cH:20][cH:21][cH:22]1.[C:1]1(=[O:11])[c:2]2[c:3]([cH:7][cH:8][cH:9][cH:10]2)[C:4](=[O:6])[NH:5]1.[CH3:23][N:24]([CH3:25])[CH:26]=[O:27].[K:12].[OH2:28]>>[C:1]1(=[O:11])[c:2]2[c:3]([cH:7][cH:8][cH:9][cH:10]2)[C:4](=[O:6])[N:5]1[CH2:16][C:15](=[CH2:14])[c:17]1[cH:18][cH:19][cH:20][cH:21][cH:22]1. Reactants: C=C(CBr)c1ccccc1, O=C1NC(=O)c2ccccc21, CN(C)C=O, [K], O. Starting materials: O=P(Cl)(Cl)Cl, O=C(NCCc1ccsc1)c1ccccc1. The product is c1ccc(C2=NCCc3ccsc32)cc1. RXN SMILES: [P:17]([Cl:18])([Cl:19])([Cl:20])=[O:21].[s:1]1[cH:2][c:3]([CH2:6][CH2:7][NH:8][C:9]([c:10]2[cH:11][cH:12][cH:13][cH:14][cH:15]2)=[O:16])[cH:4][cH:5]1>>[s:1]1[c:2]2[c:3]([cH:4][cH:5]1)[CH2:6][CH2:7][N:8]=[C:9]2[c:10]1[cH:11][cH:12][cH:13][cH:14][cH:15]1.